This data is from the Open Reaction Database (ORD), a public repository of structured organic reaction records. The task is: describe an organic reaction: reactants, conditions, products, and yield The reactants are Nc1ccc(F)c(Br)c1F, CCCC[Sn](CCCC)(CCCC)c1ccccn1, [Cl-], [Cu]I, [Li+], C1CCOC1. The product is Nc1ccc(F)c(-c2ccccn2)c1F. As a reaction SMILES: [Br:1][c:2]1[c:3]([F:10])[c:4]([NH2:9])[cH:5][cH:6][c:7]1[F:8].[CH2:11]([Sn:12]([CH2:13][CH2:14][CH2:15][CH3:22])([c:16]1[n:17][cH:18][cH:19][cH:20][cH:21]1)[CH2:23][CH2:24][CH2:25][CH3:26])[CH2:27][CH2:28][CH3:29].[Cl-:31].[Cu:37][I:38].[Li+:30].[O:32]1[CH2:33][CH2:34][CH2:35][CH2:36]1>>[c:2]1(-[c:16]2[n:17][cH:18][cH:19][cH:20][cH:21]2)[c:3]([F:10])[c:4]([NH2:9])[cH:5][cH:6][c:7]1[F:8]. The reactants are CC(C)O, COc1cc2c(Cl)ncnc2cc1OCC1CCN(C)CC1, Cc1[nH]c2ccc(N)cc2c1C. Product: Cl, COc1cc2c(Nc3ccc4[nH]c(C)c(C)c4c3)ncnc2cc1OCC1CCN(C)CC1. Reaction SMILES: [CH:35]([OH:36])([CH3:37])[CH3:38].[Cl:1][c:2]1[n:3][cH:4][n:5][c:6]2[cH:7][c:8]([O:14][CH2:15][CH:16]3[CH2:17][CH2:18][N:19]([CH3:22])[CH2:20][CH2:21]3)[c:9]([O:12][CH3:13])[cH:10][c:11]12.[NH2:23][c:24]1[cH:25][c:26]2[c:27]([CH3:34])[c:28]([CH3:33])[nH:29][c:30]2[cH:31][cH:32]1>>[ClH:1].[c:2]1([NH:23][c:24]2[cH:25][c:26]3[c:27]([CH3:34])[c:28]([CH3:33])[nH:29][c:30]3[cH:31][cH:32]2)[n:3][cH:4][n:5][c:6]2[cH:7][c:8]([O:14][CH2:15][CH:16]3[CH2:17][CH2:18][N:19]([CH3:22])[CH2:20][CH2:21]3)[c:9]([O:12][CH3:13])[cH:10][c:11]12. Starting materials: C(CCCCCCCCCC)(=O)O (undecanoic acid), [Br-].C(=O)(O)CCCCCCCCC[P+](C1=CC=CC=C1)(C1=CC=CC=C1)C1=CC=CC=C1 ((9-carboxynonyl)triphenylphosphonium bromide), FC1=C(C=O)C=CC(=C1)F (2,4-difluorobenzaldehyde). Product: FC1=C(C=CC(=C1)F)CCCCCCCCCCC(=O)O (11-(2,4-difluorophenyl)undecanoic acid). As a reaction SMILES: [C:1]([OH:13])(=[O:12])[CH2:2][CH2:3][CH2:4][CH2:5][CH2:6][CH2:7][CH2:8][CH2:9][CH2:10][CH3:11].[Br-].C(CCCCCCCCC[P+](C1C=CC=CC=1)(C1C=CC=CC=1)C1C=CC=CC=1)(O)=O.[F:46][C:47]1[CH:54]=[C:53]([F:55])[CH:52]=[CH:51][C:48]=1C=O>>[F:46][C:47]1[CH:54]=[C:53]([F:55])[CH:52]=[CH:51][C:48]=1[CH2:11][CH2:10][CH2:9][CH2:8][CH2:7][CH2:6][CH2:5][CH2:4][CH2:3][CH2:2][C:1]([OH:13])=[O:12] |f:1.2|. Reported procedure: By the similar procedure of synthesis of B4, compound B2 (2.76 g, 5.38 mmol) and 2,4-difluorobenzaldehyde (588 mg, 4.14 mmole) were used as starting materials to afford compound B15 (431 mg, 1.45 mmol, 35%) as off-white solids. mp: 56° C. 1H-NMR (CDCl3, 400 MHz) δ 7.05-7.13 (m, 1H), 6.70-6.79 (m, 2H), 2.66 (t, J=7.6 Hz, 2H), 2.31 (t, J=7.4 Hz, 2H), 1.50-1.62 (m, 4H), 1.26 (m, 12H). 13C-NMR (CDCl3, 100 MHz) δ 180.00, 162.19, 159.80, 130.90, 125.31, 110.69, 103.44, 34.11, 30.15, 29.44, 29.36, 29.3... The reactants are FC(C1=NC2=C(C=CC=C2C(=C1)C1OC1)C(F)(F)F)(F)F ((2,8-bis(trifluoromethyl)-4-quinolinyl)oxirane), B(F)(F)F (BF3), CCOCC (ether), C(=O)(O)[O-].[Na+] (NaHCO3). Conditions: time 2 hour. The product is FC(C1=NC2=C(C=CC=C2C(=C1)C(O)COCC)C(F)(F)F)(F)F (2,8-Bis(trifluoromethyl)-α-ethoxymethyl-4-quinolinemethanol). The yield is 82.0%. As a reaction SMILES: [F:1][C:2]([F:21])([F:20])[C:3]1[CH:12]=[C:11]([CH:13]2[CH2:15][O:14]2)[C:10]2[C:5](=[C:6]([C:16]([F:19])([F:18])[F:17])[CH:7]=[CH:8][CH:9]=2)[N:4]=1.B(F)(F)F.C([O-])(O)=[O:27].[Na+].[CH3:31][CH2:32]OCC>>[F:1][C:2]([F:21])([F:20])[C:3]1[CH:12]=[C:11]([CH:13]([CH2:15][O:14][CH2:31][CH3:32])[OH:27])[C:10]2[C:5](=[C:6]([C:16]([F:17])([F:18])[F:19])[CH:7]=[CH:8][CH:9]=2)[N:4]=1 |f:2.3|. Reported procedure: A solution of (2,8-bis(trifluoromethyl)-4-quinolinyl)oxirane (208 mg, 0.68 mmol) in ether (3 mL) was treated with BF3.etherate (0.2 mL), stirred at room temperature for 2 h, poured into dilute NaHCO3 (20 mL) and extracted with EtOAc (2×20 mL). The combined extracts were dried (MgSO4), concentrated in vacuo and the residue purified by flash chromatography [SiO2; heptane-EtOAc (2:1)] to give the title compound (196 mg, 82%) as a yellow oil: IR νmax (Nujol)/cm−1 3700-3200, 3087, 2982, 2879, 1606, 1...